Dataset: the Open Reaction Database (ORD), a public repository of structured organic reaction records. Task: describe an organic reaction: reactants, conditions, products, and yield The reactants are N(C1=CC=CC=C1)C1=NC(=NC=C1[N+](=O)[O-])NC1=CC=C(C=C1)OCC(CN(C)C)O (4-Anilino-2-{4-[2-hydroxy-3-(N,N-dimethylamino)propoxy]anilino}-5-nitropyrimidine), C1=CCCCC1 (cyclohexene). Procedure details: 4-Anilino-2-{4-[2-hydroxy-3-(N,N-dimethylamino)propoxy]anilino}-5-nitropyrimidine (Example 20, 400 mg, 0.90 mmol) was dissolved in ethanol (20 ml). Under an atmosphere of nitrogen, cyclohexene (5 ml) was added followed by 10% palladium-on-carbon (100 mg). The mixture was heated under reflux for 5 hours, and then a further portion of 10% palladium on carbon (100 mg) was added and heating was continued for 18 hours. The catalyst was removed by filtration through diatomaceous earth and the filtrate... Yield: 84.5%. Yields the product NC=1C(=NC(=NC1)NC1=CC=C(C=C1)OCC(CN(C)C)O)NC1=CC=CC=C1 (5-Amino-4-anilino-2-{4-[2-hydroxy-3-(N,N-dimethylamino)propoxy]anilino}pyrimidine). As a reaction SMILES: [NH:1]([C:8]1[C:13]([N+:14]([O-])=O)=[CH:12][N:11]=[C:10]([NH:17][C:18]2[CH:23]=[CH:22][C:21]([O:24][CH2:25][CH:26]([OH:31])[CH2:27][N:28]([CH3:30])[CH3:29])=[CH:20][CH:19]=2)[N:9]=1)[C:2]1[CH:7]=[CH:6][CH:5]=[CH:4][CH:3]=1.C1CCCCC=1>C(O)C.[Pd]>[NH2:14][C:13]1[C:8]([NH:1][C:2]2[CH:3]=[CH:4][CH:5]=[CH:6][CH:7]=2)=[N:9][C:10]([NH:17][C:18]2[CH:23]=[CH:22][C:21]([O:24][CH2:25][CH:26]([OH:31])[CH2:27][N:28]([CH3:30])[CH3:29])=[CH:20][CH:19]=2)=[N:11][CH:12]=1. Reagents/catalysts: [Pd] (palladium on carbon), [Pd] (palladium-on-carbon). Reaction conditions: time 18 hour. Run in C(C)O (ethanol). The reactants are FC1=C2C(=CN(C2=CC=C1)[C@H]1[C@H](OC(C)=O)[C@@H](OC(C)=O)[C@H](OC(C)=O)[C@H](O1)COC(C)=O)C=O (4-fluoro-1-(2,3,4,6-tetra-O-acetyl-β-D-glucopyranosyl)indole-3-carboxaldehyde), [Cl-].[NH4+] (ammonium chloride), [Mg] (magnesium), resultant mixture, [Mg] (magnesium), BrC1=CC=C(C=C1)C(F)F (1-bromo-4-difluoromethylbenzene). Reagents/catalysts: BrCCBr (1,2-dibromoethane). The solvent is O1CCCC1 (tetrahydrofuran), O1CCCC1 (tetrahydrofuran), O1CCCC1 (tetrahydrofuran). The product is FC(C1=CC=C(C=C1)C(O)C1=CN(C2=CC=CC(=C12)F)[C@H]1[C@H](OC(C)=O)[C@@H](OC(C)=O)[C@H](OC(C)=O)[C@H](O1)COC(C)=O)F (4-(difluoromethyl)phenyl 4-fluoro-1-(2,3,4,6-tetra-O-acetyl-β-D-glucopyranosyl)indol-3-yl methanol). RXN SMILES: [Mg].Br[C:3]1[CH:8]=[CH:7][C:6]([CH:9]([F:11])[F:10])=[CH:5][CH:4]=1.[F:12][C:13]1[CH:21]=[CH:20][CH:19]=[C:18]2[C:14]=1[C:15]([CH:45]=[O:46])=[CH:16][N:17]2[C@@H:22]1[O:39][C@H:38]([CH2:40][O:41][C:42](=[O:44])[CH3:43])[C@@H:33]([O:34][C:35](=[O:37])[CH3:36])[C@H:28]([O:29][C:30](=[O:32])[CH3:31])[C@H:23]1[O:24][C:25](=[O:27])[CH3:26].[Cl-].[NH4+]>O1CCCC1.BrCCBr>[F:10][CH:9]([F:11])[C:6]1[CH:7]=[CH:8][C:3]([CH:45]([C:15]2[C:14]3[C:18](=[CH:19][CH:20]=[CH:21][C:13]=3[F:12])[N:17]([C@@H:22]3[O:39][C@H:38]([CH2:40][O:41][C:42](=[O:44])[CH3:43])[C@@H:33]([O:34][C:35](=[O:37])[CH3:36])[C@H:28]([O:29][C:30](=[O:32])[CH3:31])[C@H:23]3[O:24][C:25](=[O:27])[CH3:26])[CH:16]=2)[OH:46])=[CH:4][CH:5]=1 |f:3.4|. Reported procedure: To a mixture of magnesium turnings (71 mg) in tetrahydrofuran (2 ml) was added dropwise a solution of 1-bromo-4-difluoromethylbenzene (587 mg) in tetrahydrofuran (1.5 ml) under being stirred vigorously. The mixture was warmed with a dryer, and thereto was added 1,2-dibromoethane (4 drops). The resultant mixture was vigorously stirred at room temperature till a disappearance of magnesium turnings, and then dropwise added to a solution of the above 4-fluoro-1-(2,3,4,6-tetra-O-acetyl-β-D-glucopyran...